Dataset: the Open Reaction Database (ORD), a public repository of structured organic reaction records. Task: describe an organic reaction: reactants, conditions, products, and yield The reactants are COCOC=1C=C2C=CC(OC2=CC1)=O (6-methoxymethoxy coumarin), C(C)(=O)OCC(C[Si](C)(C)C)=C (2-(acetoxymethyl)allyl-trimethylsilane), P(OC(C)C)(OC(C)C)OC(C)C (triisopropyl phosphite). The reagents and catalysts are CC(=O)[O-].CC(=O)[O-].[Pd+2] (Pd(OAc)2). Solvent: C1CCOC1 (THF). Run at temperature 60 celsius, time 8 hour. Product: COCOC1=CC=2C3C(C(OC2C=C1)=O)CC(C3)=C (8-Methoxymethoxy-2-methylene-2,3,3a,9b-tetrahydro-1H-cyclopenta[c]chromen-4-one). RXN SMILES: [CH3:1][O:2][CH2:3][O:4][C:5]1[CH:6]=[C:7]2[C:12](=[CH:13][CH:14]=1)[O:11][C:10](=[O:15])[CH:9]=[CH:8]2.C(O[CH2:20][C:21](=[CH2:27])[CH2:22][Si](C)(C)C)(=O)C.P(OC(C)C)(OC(C)C)OC(C)C>C1COCC1.CC([O-])=O.CC([O-])=O.[Pd+2]>[CH3:1][O:2][CH2:3][O:4][C:5]1[CH:14]=[CH:13][C:12]2[O:11][C:10](=[O:15])[CH:9]3[CH2:22][C:21](=[CH2:20])[CH2:27][CH:8]3[C:7]=2[CH:6]=1 |f:4.5.6|. Procedure details: To a solution of 6-methoxymethoxy coumarin 17a (21 g, 0.102 mol) and Pd(OAc)2 (2.75 g, 0.012 mol) in 500 mL THF add 2-(acetoxymethyl)allyl-trimethylsilane (26 mL, 0.122 mol) followed by triisopropyl phosphite (18.1 mL, 0.073 mol). After stirring at 60° C. overnight, cool the solution to RT, concentrate under reduced pressure, and dilute with EtOAc. Wash the solution with saturated aqueous sodium bicarbonate and brine. Dry over Na2SO4, and then concentrate to an oil. Purify the material by silica... The reactants are C[O-].[Na+] (sodium methylate), C1(CC1)N1CCC(C2=C(C(=C(C=C12)N1CC(NCC1)C)F)C)=O (1-Cyclopropyl-6-fluoro-7-(3-methyl-1-piperazinyl)5-methyl-4-oxo-1,2,3,4-tetrahydroquinoline), C(=O)OCC (ethyl formate). The solvent is ClCCl (dichloromethane), ClCCl (dichloromethane). Run at time 1 hour. Yields the product C1(CC1)N1CC(C(C2=C(C(=C(C=C12)N1CC(N(CC1)C=O)C)F)C)=O)C=O (1-cyclopropyl-6-fluoro-7-(4-formyl-3-methyl-1-piperazinyl)-5-methyl-4-oxo-3-formyl1,2,3,4-tetrahydroquinoline). The yield is 65.6%. As a reaction SMILES: [CH:1]1([N:4]2[C:13]3[C:8](=[C:9]([CH3:22])[C:10]([F:21])=[C:11]([N:14]4[CH2:19][CH2:18][NH:17][CH:16]([CH3:20])[CH2:15]4)[CH:12]=3)[C:7](=[O:23])[CH2:6][CH2:5]2)[CH2:3][CH2:2]1.[CH3:24][O-:25].[Na+].[CH:27](OCC)=[O:28]>ClCCl>[CH:1]1([N:4]2[C:13]3[C:8](=[C:9]([CH3:22])[C:10]([F:21])=[C:11]([N:14]4[CH2:19][CH2:18][N:17]([CH:27]=[O:28])[CH:16]([CH3:20])[CH2:15]4)[CH:12]=3)[C:7](=[O:23])[CH:6]([CH:24]=[O:25])[CH2:5]2)[CH2:2][CH2:3]1 |f:1.2|. Procedure: 1-Cyclopropyl-6-fluoro-7-(3-methyl-1-piperazinyl)5-methyl-4-oxo-1,2,3,4-tetrahydroquinoline (5.7 g) is dissolved in dichloromethane (200 ml) and thereto is added gradually sodium methylate (6.8 g) and further added dropwise a solution of ethyl formate (9.3 g) in dichloromethane (100 ml). The mixture is stirred at room temperature for one hour and then refluxed for one hour. After cooling, the reaction mixture is washed with water (200 ml) and dilute aqueous sodium hydroxide solution (200 ml) and...